This data is from the Open Reaction Database (ORD), a public repository of structured organic reaction records. The task is: describe an organic reaction: reactants, conditions, products, and yield As a reaction SMILES: [F:1][C:2]([F:21])([C:5]([F:20])([F:19])[C:6]([F:18])([F:17])[C:7]([F:16])([F:15])[C:8]([F:14])([F:13])[C:9]([F:12])([F:11])[F:10])[CH:3]=[CH2:4].[CH:22]1[CH2:26][CH:25]=[CH:24][CH:23]=1.C([O:31]O)CCC>C1(C)C=CC=CC=1>[O:31]1[CH:22]2[CH:23]1[CH:24]1[CH2:25][CH:26]2[CH:3]([C:2]([F:21])([F:1])[C:5]([F:19])([F:20])[C:6]([F:17])([F:18])[C:7]([F:15])([F:16])[C:8]([F:13])([F:14])[C:9]([F:12])([F:11])[F:10])[CH2:4]1. Reactants: FC(C=C)(C(C(C(C(C(F)(F)F)(F)F)(F)F)(F)F)(F)F)F (3,3,4,4,5,5,6,6,7,7,8,8,8-tridecafluoro-1-octene), C1=CC=CC1 (cyclopentadiene), molybdenum acetylacetonate, solution, C(CCC)OO (butyl hydroperoxide). Run at time 24 hour. Product: O1C2C3CC(C(C21)C3)C(C(C(C(C(C(F)(F)F)(F)F)(F)F)(F)F)(F)F)(F)F (2,3-epoxy-5-(perfluorohexyl)bicyclo[2.2.1]heptane). The solvent is C1(=CC=CC=C1)C (toluene), C1(=CC=CC=C1)C (toluene). Procedure: 103 g (250 mmol) of the Diels-Alder reaction product of 3,3,4,4,5,5,6,6,7,7,8,8,8-tridecafluoro-1-octene (perfluorohexylethene) and cyclopentadiene are mixed in 10 ml of dry toluene with 815 mg (2.5 mmol) of molybdenum acetylacetonate, and 104 ml of a 3.6 molar solution oft-butyl hydroperoxide in toluene (375 mmol) are added dropwise at 25° C. within 50 minutes. During this time, the temperature rises to 45° C. The solution is then held at 60° C. for 24 hours, after which the solvent, t-butanol ... Starting materials: C1(=CC=CC=C1)CCS(=O)(=O)N1CCC(CC1)CN (C-[1-(2-phenyl-ethanesulfonyl)-piperidin-4-yl]-methylamine), ClC1=C2N(C=NC2=NC=N1)C (6-chloro-7-methyl-7H-purine), ClC1=C2N(C=NC2=NC=N1)C (6-chloro-7-methyl-7H-purine). Yields the product CN1C=NC2=NC=NC(=C12)NCC1CCN(CC1)S(=O)(=O)CCC1=CC=CC=C1 ((7-Methyl-7H-purin-6-yl)-[1-(2-phenyl-ethanesulfonyl)-piperidin-4-ylmethyl]-amine). Reaction SMILES: [C:1]1([CH2:7][CH2:8][S:9]([N:12]2[CH2:17][CH2:16][CH:15]([CH2:18][NH2:19])[CH2:14][CH2:13]2)(=[O:11])=[O:10])[CH:6]=[CH:5][CH:4]=[CH:3][CH:2]=1.Cl[C:21]1[N:29]=[CH:28][N:27]=[C:26]2[C:22]=1[N:23]([CH3:30])[CH:24]=[N:25]2>>[CH3:30][N:23]1[C:22]2[C:26](=[N:27][CH:28]=[N:29][C:21]=2[NH:19][CH2:18][CH:15]2[CH2:14][CH2:13][N:12]([S:9]([CH2:8][CH2:7][C:1]3[CH:6]=[CH:5][CH:4]=[CH:3][CH:2]=3)(=[O:10])=[O:11])[CH2:17][CH2:16]2)[N:25]=[CH:24]1. Procedure details: EXAMPLE 85 was prepared from C-[1-(2-phenyl-ethanesulfonyl)-piperidin-4-yl]-methylamine and 6-chloro-7-methyl-7H-purine (6-chloro-7-methyl-7H-purine was prepared according to G. B. Eilon, J. Org. Chem., 27:2478–2491(1962): MS (m+1)=415. Starting materials: CCCCCCN(CCCCCC)C(=O)C1Sc2ccccc2-c2[nH]c3ccccc3c21, CI, CCOC(C)=O, CN(C)C=O. The product is CCCCCCN(CCCCCC)C(=O)C1Sc2ccccc2-c2c1c1ccccc1n2C. As a reaction SMILES: [CH2:1]([CH2:2][CH2:3][CH2:4][CH2:5][CH3:6])[N:7]([C:8](=[O:9])[CH:10]1[S:11][c:12]2[c:13]([cH:23][cH:24][cH:25][cH:26]2)-[c:14]2[nH:15][c:16]3[cH:17][cH:18][cH:19][cH:20][c:21]3[c:22]21)[CH2:27][CH2:28][CH2:29][CH2:30][CH2:31][CH3:32].[CH3:33][I:34].[CH3:35][CH2:36][O:37][C:38](=[O:39])[CH3:40].[CH3:41][N:42]([CH3:43])[CH:44]=[O:45]>>[CH2:1]([CH2:2][CH2:3][CH2:4][CH2:5][CH3:6])[N:7]([C:8](=[O:9])[CH:10]1[S:11][c:12]2[c:13]([cH:23][cH:24][cH:25][cH:26]2)-[c:14]2[n:15]([CH3:35])[c:16]3[cH:17][cH:18][cH:19][cH:20][c:21]3[c:22]21)[CH2:27][CH2:28][CH2:29][CH2:30][CH2:31][CH3:32]. The reactants are ON=CC=1C=CC(=C(C#N)C1)OC (5-[(Hydroxyimino)methyl]-2-methoxybenzonitrile), Cl (hydrochloric acid). Solvent: CN(C)C=O (DMF). Conditions: time 12 hour. The product is C(#N)C=1C=C(C=CC1OC)C(=NO)Cl (3-cyano-N-hydroxy-4-methoxybenzenecaboximidoyl chloride). RXN SMILES: [OH:1][N:2]=[CH:3][C:4]1[CH:5]=[CH:6][C:7]([O:12][CH3:13])=[C:8]([CH:11]=1)[C:9]#[N:10].[ClH:14]>CN(C=O)C>[C:9]([C:8]1[CH:11]=[C:4]([C:3]([Cl:14])=[N:2][OH:1])[CH:5]=[CH:6][C:7]=1[O:12][CH3:13])#[N:10]. Procedure: 5-[(Hydroxyimino)methyl]-2-methoxybenzonitrile, 4 M hydrochloric acid and Oxon (registered trade name) were dissolved in a DMF solution, followed by stirring at room temperature for 12 hours to obtain 3-cyano-N-hydroxy-4-methoxybenzenecaboximidoyl chloride. NMRC: 7.01 (1H, d), 8.03 (1H, dd), 8.07 (1H, d). Starting materials: [P] (phosphorus), [NH4+] (ammonium), [NH4+] (ammonium), F.F.F[Si](F)(F)F (fluosilicic acid). Solvent: O (water), O (water). Product: ammonium fluosilicate. RXN SMILES: [P].[NH4+:2].[FH:3].[FH:4].[F:5][Si:6]([F:9])([F:8])[F:7]>O>[NH4+:2].[NH4+:2].[F:5][Si-2:6]([F:4])([F:3])([F:9])([F:8])[F:7] |f:2.3.4,6.7.8|. Procedure: Phossy water used to condense elemental phosphorus was neutralized by adding alkaline ammonium compounds instead of soda ash. The ammonium compounds reacted with fluosilicic acid in the phossy water to form ammonium fluosilicate which has greater solubility in water than does sodium fluosilicate. Nevertheless, sodium and potassium fluosilicates continued to precipitate in phossy water because sodium and potassium compounds volatilize from the phosphorus furnace and sufficient sodium and potassiu... Reaction SMILES: [C:1]([C:4]1[N:5]=[C:6]([CH2:30][CH2:31][CH2:32][CH3:33])[N:7](C(C2C=CC=CC=2)(C2C=CC=CC=2)C2C=CC=CC=2)[C:8]=1[C:9]#[N:10])(=[O:3])[CH3:2]>C(O)(=O)C>[C:1]([C:4]1[N:5]=[C:6]([CH2:30][CH2:31][CH2:32][CH3:33])[NH:7][C:8]=1[C:9]#[N:10])(=[O:3])[CH3:2]. Procedure details: A suspension of 1.78 g of 4-acetyl-2-butyl-5-cyano-1-tritylimidazole [prepared as described in step (ii) above] in 80% v/v aqueous acetic acid was stirred at 60° C. for 1 hour. The solution thus obtained was concentrated to dryness by evaporation under reduced pressure. The resulting residue was purified by column chromatography through silica gel, using a 3:1 by volume mixture of hexane and ethyl acetate as the eluent, to give 0.66 g of the title compound as a colorless solid, melting at 77°-78... The solvent is C(C)(=O)O (acetic acid). Product: C(C)(=O)C=1N=C(NC1C#N)CCCC (4-Acetyl-2-butyl-5-cyanoimidazole). Reactants: C(C)(=O)C=1N=C(N(C1C#N)C(C1=CC=CC=C1)(C1=CC=CC=C1)C1=CC=CC=C1)CCCC (4-acetyl-2-butyl-5-cyano-1-tritylimidazole). Yield: 84.1%. Conditions: temperature 60 celsius, time 1 hour. Starting materials: C1(=CC=CC=C1)C=1C(CCCC1)=O (2-phenyl-2-cyclohexen-1-one), [Cl-].O[NH3+] (hydroxylammonium chloride). Run in N1=CC=CC=C1 (pyridine). Product: C1(=CC=CC=C1)C=1C(CCCC1)=NO (2-phenyl-2-cyclohexen-1 -one oxime). The yield is 83.9%. As a reaction SMILES: [C:1]1([C:7]2[C:8](=O)[CH2:9][CH2:10][CH2:11][CH:12]=2)[CH:6]=[CH:5][CH:4]=[CH:3][CH:2]=1.[Cl-].[OH:15][NH3+:16]>N1C=CC=CC=1>[C:1]1([C:7]2[C:8](=[N:16][OH:15])[CH2:9][CH2:10][CH2:11][CH:12]=2)[CH:6]=[CH:5][CH:4]=[CH:3][CH:2]=1 |f:1.2|. Reported procedure: A mixture of 2-phenyl-2-cyclohexen-1-one (0.6 g, 3.5 mmol, Tetrahedron 1972, 28, 2369), hydroxylammonium chloride (0.5 g, 7 mmol) and dry pyridine (15 ml) was heated at reflux for 3 h. The reaction mixture was allowed to cool and the solvent was evaporated in vacuo. The residue was dissolved in a mixture of ethyl acetate and water. A 10% citric acid solution was added until acidic pH and the phases were separated. The organic phase was extracted with a 10% citric acid solution and dried (MgSO4).... Product: CCOC1=Cc2ccc(OC)cc2CC1. RXN SMILES: [CH3:1][O:2][c:3]1[cH:4][c:5]2[c:10]([cH:11][cH:12]1)[CH2:9][C:8](=[O:13])[CH2:7][CH2:6]2.[CH3:25][CH2:26][OH:27].[CH:14]([O-:15])([O-:16])[O:17][CH2:18][CH3:19].[S:20](=[O:21])(=[O:22])([OH:23])[OH:24]>>[CH3:1][O:2][c:3]1[cH:4][c:5]2[c:10]([cH:11][cH:12]1)[CH:9]=[C:8]([O:27][CH2:26][CH3:25])[CH2:7][CH2:6]2. Starting materials: COc1ccc2c(c1)CCC(=O)C2, CCO, CCOC([O-])[O-], O=S(=O)(O)O. Reactants: O=Cc1ccc(O)c(Cl)c1, C1CCOC1, CCOC(=O)C(C)=P(c1ccccc1)(c1ccccc1)c1ccccc1. Product: CCOC(=O)C(C)=Cc1ccc(O)c(Cl)c1. RXN SMILES: [Cl:1][c:2]1[cH:3][c:4]([CH:5]=[O:6])[cH:7][cH:8][c:9]1[OH:10].[O:37]1[CH2:38][CH2:39][CH2:40][CH2:41]1.[c:11]1([P:12]([c:13]2[cH:14][cH:15][cH:16][cH:17][cH:25]2)(=[C:18]([C:19](=[O:20])[O:21][CH2:22][CH3:23])[CH3:24])[c:26]2[cH:27][cH:28][cH:29][cH:30][cH:31]2)[cH:32][cH:33][cH:34][cH:35][cH:36]1>>[Cl:1][c:2]1[cH:3][c:4]([CH:5]=[C:18]([C:19](=[O:20])[O:21][CH2:22][CH3:23])[CH3:24])[cH:7][cH:8][c:9]1[OH:10]. The reactants are Cc1ccc(CS(=O)(=O)OCC2CCCN(C3CCN(c4ccccc4C#N)CC3)C2)cc1, [N-]=[N+]=[N-], [Na+]. Product: N#Cc1ccccc1N1CCC(N2CCCC(CN=[N+]=[N-])C2)CC1. As a reaction SMILES: [C:1](#[N:2])[c:3]1[c:4]([N:9]2[CH2:10][CH2:11][CH:12]([N:15]3[CH2:16][CH:17]([CH2:21][O:22][S:23]([CH2:24][c:25]4[cH:26][cH:27][c:28]([CH3:29])[cH:30][cH:31]4)(=[O:32])=[O:33])[CH2:18][CH2:19][CH2:20]3)[CH2:13][CH2:14]2)[cH:5][cH:6][cH:7][cH:8]1.[N-:35]=[N+:36]=[N-:37].[Na+:34]>>[C:1](#[N:2])[c:3]1[c:4]([N:9]2[CH2:10][CH2:11][CH:12]([N:15]3[CH2:16][CH:17]([CH2:21][N:35]=[N+:36]=[N-:37])[CH2:18][CH2:19][CH2:20]3)[CH2:13][CH2:14]2)[cH:5][cH:6][cH:7][cH:8]1.